From a dataset of the Open Reaction Database (ORD), a public repository of structured organic reaction records. describe an organic reaction: reactants, conditions, products, and yield Starting materials: ClC=1N=CC=C2C1OC(=C2)I (7-chloro-2-iodofuro[2,3-c]pyridine), FC(C=1C=C(C=C(C1)C(F)(F)F)B(O)O)(F)F (3,5-bis(trifluoromethyl)phenyl boronic acid), C(=O)([O-])[O-].[K+].[K+] (K2CO3). Reagents/catalysts: Cl[Pd]([P](C1=CC=CC=C1)(C2=CC=CC=C2)C3=CC=CC=C3)([P](C4=CC=CC=C4)(C5=CC=CC=C5)C6=CC=CC=C6)Cl ((PPh3)2PdCl2). The solvent is O1CCOCC1.O (1,4-dioxane water). Reaction conditions: temperature 50 celsius, time 48 hour. Product: FC(C=1C=C(C=C(C1)C(F)(F)F)C1=CC=2C(=C(N=CC2)Cl)O1)(F)F ((3,5-Bis(trifluoromethyl)phenyl}-7-chlorofuro[2,3-c]pyridine). Isolated yield 73.7%. Reaction SMILES: [Cl:1][C:2]1[N:3]=[CH:4][CH:5]=[C:6]2[CH:10]=[C:9](I)[O:8][C:7]=12.[F:12][C:13]([F:28])([F:27])[C:14]1[CH:15]=[C:16](B(O)O)[CH:17]=[C:18]([C:20]([F:23])([F:22])[F:21])[CH:19]=1.C([O-])([O-])=O.[K+].[K+]>Cl[Pd](Cl)([P](C1C=CC=CC=1)(C1C=CC=CC=1)C1C=CC=CC=1)[P](C1C=CC=CC=1)(C1C=CC=CC=1)C1C=CC=CC=1.O1CCOCC1.O>[F:12][C:13]([F:27])([F:28])[C:14]1[CH:15]=[C:16]([C:9]2[O:8][C:7]3=[C:2]([Cl:1])[N:3]=[CH:4][CH:5]=[C:6]3[CH:10]=2)[CH:17]=[C:18]([C:20]([F:21])([F:22])[F:23])[CH:19]=1 |f:2.3.4,6.7,^1:37,56|. Procedure details: In a three-neck flask was placed a mixture of 7-chloro-2-iodofuro[2,3-c]pyridine (1.00 g, 3.58 mmol), 3,5-bis(trifluoromethyl)phenyl boronic acid (0.92 g, 3.6 mmol), 1,4-dioxane/water (50 mL/10 mL) and K2CO3 (0.74 g, 5.38 mmol). After the suspension was degassed with nitrogen for 15 min, (PPh3)2PdCl2 (0.12 g, 0.17 mmol) was added and the mixture was degassed with nitrogen for 5 min. The resultant mixture was stirred at 50° C. for 48 h under nitrogen. The mixture was then cooled to RT and the sol... Reactants: OC1CCOCC1, CC1(C)OB(c2ccc(OCCOS(=O)(=O)c3ccccc3)cc2)OC1(C)C. Product: CC1(C)OB(c2ccc(OCCOC3CCOCC3)cc2)OC1(C)C. Reaction SMILES: [O:1]1[CH2:2][CH2:3][CH:4]([OH:7])[CH2:5][CH2:6]1.[c:8]1([S:9]([O:10][CH2:18][CH2:19][O:20][c:21]2[cH:22][cH:23][c:24]([B:27]3[O:28][C:29]([CH3:34])([CH3:35])[C:30]([CH3:32])([CH3:33])[O:31]3)[cH:25][cH:26]2)(=[O:11])=[O:12])[cH:13][cH:14][cH:15][cH:16][cH:17]1>>[O:1]1[CH2:2][CH2:3][CH:4]([O:7][CH2:18][CH2:19][O:20][c:21]2[cH:22][cH:23][c:24]([B:27]3[O:28][C:29]([CH3:34])([CH3:35])[C:30]([CH3:32])([CH3:33])[O:31]3)[cH:25][cH:26]2)[CH2:5][CH2:6]1.